This data is from the Open Reaction Database (ORD), a public repository of structured organic reaction records. The task is: describe an organic reaction: reactants, conditions, products, and yield Starting materials: CC(=O)[O-], CC1CC(C)(C)C(=O)CC1=O, [NH4+]. Yields the product CC1CC(C)(C)C(=O)C=C1N. As a reaction SMILES: [CH3:13][C:14](=[O:15])[O-:16].[CH3:1][C:2]1([CH3:11])[C:3](=[O:10])[CH2:4][C:5](=[O:9])[CH:6]([CH3:8])[CH2:7]1.[NH4+:12]>>[CH3:1][C:2]1([CH3:11])[C:3](=[O:10])[CH:4]=[C:5]([NH2:12])[CH:6]([CH3:8])[CH2:7]1.